describe an organic reaction: reactants, conditions, products, and yield From a dataset of the Open Reaction Database (ORD), a public repository of structured organic reaction records. Reactants: C(CC)(C1=NC2=CC=CC=C2C=C1)=NO (2-propionylquinoline-oxime). The reagents and catalysts are [Pd] (Pd/C). Run in C(C)(=O)O (acetic acid). Conditions: time 5 hour. Yields the product NC(CC)C1=NC2=CC=CC=C2C=C1 (2-(1-aminopropyl)quinoline). The yield is 96.8%. Reaction SMILES: [C:1](=[N:14]O)([C:4]1[CH:13]=[CH:12][C:11]2[C:6](=[CH:7][CH:8]=[CH:9][CH:10]=2)[N:5]=1)[CH2:2][CH3:3]>[Pd].C(O)(=O)C>[NH2:14][CH:1]([C:4]1[CH:13]=[CH:12][C:11]2[C:6](=[CH:7][CH:8]=[CH:9][CH:10]=2)[N:5]=1)[CH2:2][CH3:3]. Reported procedure: Example P-11: 4.0 g of 2-propionylquinoline-oxime and 2 g of 5 % Pd/C catalyst in 40 ml of glacial acetic acid are placed in a hydrogenation apparatus. The batch is hydrogenated for 5 hours at 20°-25° C. under normal pressure. Filtration is then carried out, the glacial acetic acid is removed under a water-jet vacuum and the residue is purified by means of flash chromatography on silica gel (eluant: ethanol/ether 1:1 ) to yield 3.6 g of 2-(1-aminopropyl)quinoline in the form of a red oil (1H-NMR... Reactants: O=c1c2ccccc2c2ccccc2n1CCCBr, CCOC(=O)C(=O)c1ccc(O)cc1, CN(C)C=O, [H-], [Na+]. The product is CCOC(=O)C(=O)c1ccc(OCCCn2c(=O)c3ccccc3c3ccccc32)cc1. RXN SMILES: [Br:17][CH2:18][CH2:19][CH2:20][n:21]1[c:22]2[cH:23][cH:24][cH:25][cH:26][c:27]2[c:28]2[cH:29][cH:30][cH:31][cH:32][c:33]2[c:34]1=[O:35].[CH2:1]([CH3:2])[O:3][C:4]([C:5]([c:6]1[cH:7][cH:8][c:9]([OH:12])[cH:10][cH:11]1)=[O:13])=[O:14].[CH3:36][N:37]([CH3:38])[CH:39]=[O:40].[H-:15].[Na+:16]>>[CH2:1]([CH3:2])[O:3][C:4]([C:5]([c:6]1[cH:7][cH:8][c:9]([O:12][CH2:18][CH2:19][CH2:20][n:21]2[c:22]3[cH:23][cH:24][cH:25][cH:26][c:27]3[c:28]3[cH:29][cH:30][cH:31][cH:32][c:33]3[c:34]2=[O:35])[cH:10][cH:11]1)=[O:13])=[O:14]. The reactants are CC[N+](CC)(CC)Cc1ccccc1, [Cl-], OCc1cc(SC(F)(F)F)ccc1Cl, ClCCl, [K+], [K+], O=[Cr](=O)([O-])O[Cr](=O)(=O)[O-], O, O=S(=O)(O)O. Product: O=Cc1cc(SC(F)(F)F)ccc1Cl. As a reaction SMILES: [CH2:32]([N+:33]([CH2:34][CH3:35])([CH2:36][CH3:37])[CH2:38][c:39]1[cH:40][cH:41][cH:42][cH:43][cH:44]1)[CH3:45].[Cl-:31].[Cl:1][c:2]1[c:3]([CH2:4][OH:5])[cH:6][c:7]([S:10][C:11]([F:12])([F:13])[F:14])[cH:8][cH:9]1.[Cl:46][CH2:47][Cl:48].[K+:15].[K+:16].[O-:17][Cr:18]([O:19][Cr:20](=[O:21])(=[O:22])[O-:23])(=[O:24])=[O:25].[OH2:49].[S:26](=[O:27])(=[O:28])([OH:29])[OH:30]>>[Cl:1][c:2]1[c:3]([CH:4]=[O:5])[cH:6][c:7]([S:10][C:11]([F:12])([F:13])[F:14])[cH:8][cH:9]1. Starting materials: C(C)(C)(C)OC(=O)NCC1=CC=C(CN2CCC(CC2)CC2=CC=CC=C2)C=C1 (1-[4-[N-(tert-butoxycarbonyl)aminomethyl]benzyl]-4-benzylpiperidine), Cl (hydrochloric acid). Run in C(C)O (ethanol). Run at time 1 hour. The product is Cl.Cl.NCC1=CC=C(CN2CCC(CC2)CC2=CC=CC=C2)C=C1 (1-[4-(aminomethyl)benzyl]-4-benzylpiperidine dihydrochloride). As a reaction SMILES: C(OC([NH:8][CH2:9][C:10]1[CH:29]=[CH:28][C:13]([CH2:14][N:15]2[CH2:20][CH2:19][CH:18]([CH2:21][C:22]3[CH:27]=[CH:26][CH:25]=[CH:24][CH:23]=3)[CH2:17][CH2:16]2)=[CH:12][CH:11]=1)=O)(C)(C)C.[ClH:30]>C(O)C>[ClH:30].[ClH:30].[NH2:8][CH2:9][C:10]1[CH:29]=[CH:28][C:13]([CH2:14][N:15]2[CH2:20][CH2:19][CH:18]([CH2:21][C:22]3[CH:23]=[CH:24][CH:25]=[CH:26][CH:27]=3)[CH2:17][CH2:16]2)=[CH:12][CH:11]=1 |f:3.4.5|. Reported procedure: To 5.77 g (14.6 mM) of 1-[4-[N-(tert-butoxycarbonyl)aminomethyl]benzyl]-4-benzylpiperidine was added 10 ml (120 mM) of 12N-hydrochloric acid at room temperature and the mixture was stirred at the prevailing temperature for one hour. After addition of ethanol, the mixture was concentrated under reduced pressure and ethanol and diethyl ether were added to the residue. The resulting crystal crop was harvested by filtration and rinsed with ethanol and diethyl ether to provide the title compound as w...